This data is from the Open Reaction Database (ORD), a public repository of structured organic reaction records. The task is: describe an organic reaction: reactants, conditions, products, and yield Reactants: NC1=NC=NN2C1=C(C(=C2)C(=O)OCC)C2=CC=C(C=C2)[N+](=O)[O-] (ethyl 4-amino-5-(4-nitrophenyl)pyrrolo[2,1-f][1,2,4]triazine-6-carboxylate). Reagents/catalysts: [Ni] (Raney nickel). The solvent is C(C)O (ethanol), C(C)O (ethanol), C1CCOC1 (THF). Reaction conditions: time 8 hour. The product is NC1=NC=NN2C1=C(C(=C2)C(=O)OCC)C2=CC=C(C=C2)N (ethyl 4-amino-5-(4-aminophenyl)pyrrolo[2,1-f][1,2,4]triazine-6-carboxylate). The yield is 99.2%. As a reaction SMILES: [NH2:1][C:2]1[C:7]2=[C:8]([C:16]3[CH:21]=[CH:20][C:19]([N+:22]([O-])=O)=[CH:18][CH:17]=3)[C:9]([C:11]([O:13][CH2:14][CH3:15])=[O:12])=[CH:10][N:6]2[N:5]=[CH:4][N:3]=1>[Ni].C(O)C.C1COCC1>[NH2:1][C:2]1[C:7]2=[C:8]([C:16]3[CH:17]=[CH:18][C:19]([NH2:22])=[CH:20][CH:21]=3)[C:9]([C:11]([O:13][CH2:14][CH3:15])=[O:12])=[CH:10][N:6]2[N:5]=[CH:4][N:3]=1. Reported procedure: Raney nickel was added to a flask containing ethanol (20 mL). The catalyst was triturated with ethanol (3×20 mL) and the a suspension of ethyl 4-amino-5-(4-nitrophenyl)pyrrolo[2,1-f][1,2,4]triazine-6-carboxylate (4.0 g, 12.2 mmol) in ethanol (600 mL) and THF (200 mL) was added. The reaction was then placed under a hydrogen atmosphere (1 atm) and allowed to stir at rt overnight. The reaction was filtered through a pad of Celite® using a mixture of ethanol and THF (3:1) to rinse. The filtrate was ... Reactants: CCOC(=O)CBr, CCOC(=O)CC1(C)C(=O)Nc2cccc([N+](=O)[O-])c21, [H-], [Na+], CN(C)C=O. Yields the product CCOC(=O)CC1(CC(=O)OCC)C(=O)Nc2cccc([N+](=O)[O-])c21. As a reaction SMILES: [Br:23][CH2:24][C:25](=[O:26])[O:27][CH2:28][CH3:29].[CH3:1][C:2]1([CH2:15][C:16](=[O:17])[O:18][CH2:19][CH3:20])[C:3](=[O:14])[NH:4][c:5]2[cH:6][cH:7][cH:8][c:9]([N+:11](=[O:12])[O-:13])[c:10]21.[H-:21].[Na+:22].[O:30]=[CH:31][N:32]([CH3:33])[CH3:34]>>[CH2:1]([C:2]1([CH2:15][C:16](=[O:17])[O:18][CH2:19][CH3:20])[C:3](=[O:14])[NH:4][c:5]2[cH:6][cH:7][cH:8][c:9]([N+:11](=[O:12])[O-:13])[c:10]21)[C:25](=[O:26])[O:27][CH2:28][CH3:29]. Reactants: C(CC)C1=C(O)C=CC=C1O (2-propylresorcinol), [N-]=[N+]=[N-].CN(C(N(C)C)=[NH2+])C (tetramethylguanidinium azide), BrCCCCC#N (5-bromovaleronitrile), nitrile. Run in CN(C=O)C (dimethylformamide). The product is C(CC)C1=C(OCCCCC2=NN=NN2)C=CC=C1O (5-[4-(2-propyl-3-hydroxyphenoxy)butyl]-tetrazole). Reaction SMILES: [CH2:1]([C:4]1[C:10]([OH:11])=[CH:9][CH:8]=[CH:7][C:5]=1[OH:6])[CH2:2][CH3:3].Br[CH2:13][CH2:14][CH2:15][CH2:16][C:17]#[N:18].[N-:19]=[N+:20]=[N-:21].CN(C)C(=[NH2+])N(C)C>CN(C)C=O>[CH2:1]([C:4]1[C:5]([OH:6])=[CH:7][CH:8]=[CH:9][C:10]=1[O:11][CH2:13][CH2:14][CH2:15][CH2:16][C:17]1[NH:18][N:21]=[N:20][N:19]=1)[CH2:2][CH3:3] |f:2.3|. Procedure: Six grams of 2-propylresorcinol and 6.4 g. of 5-bromovaleronitrile were reacted following cedure of Example 2A to provide 3.4 g. of the desired nitrile intermediate. This intermediate was heated to 125° C. overnight with 40 mmoles of tetramethylguanidinium azide in 10 ml. of dimethylformamide. The solvent was removed under reduced pressure and the residue was dissolved in ethyl acetate. The organic solution was washed with water adjusted to pH 6. The organic layer was dried and evaporated to yie...